Dataset: the Open Reaction Database (ORD), a public repository of structured organic reaction records. Task: describe an organic reaction: reactants, conditions, products, and yield Starting materials: COC1=CC(=C(OC2=CC=C(C#N)C=C2)C=C1)C(F)(F)F (4-(4-methoxy-2-trifluoromethyl-phenoxy)-benzonitrile), [H][H] (hydrogen). The reagents and catalysts are [Ni] (Raney nickel). Solvent: N (ammonia). The product is COC1=CC(=C(OC2=CC=C(CN)C=C2)C=C1)C(F)(F)F (4-(4-methoxy-2-trifluoromethyl-phenoxy)-benzylamine). As a reaction SMILES: [CH3:1][O:2][C:3]1[CH:17]=[CH:16][C:6]([O:7][C:8]2[CH:15]=[CH:14][C:11]([C:12]#[N:13])=[CH:10][CH:9]=2)=[C:5]([C:18]([F:21])([F:20])[F:19])[CH:4]=1.[H][H]>N.[Ni]>[CH3:1][O:2][C:3]1[CH:17]=[CH:16][C:6]([O:7][C:8]2[CH:15]=[CH:14][C:11]([CH2:12][NH2:13])=[CH:10][CH:9]=2)=[C:5]([C:18]([F:19])([F:20])[F:21])[CH:4]=1. Procedure details: 2.53 g (8.63 mmol) of 4-(4-methoxy-2-trifluoromethyl-phenoxy)-benzonitrile (from 82c) were dissolved in 100 ml 7M methanolic ammonia, then combined with 250 mg Raney nickel. The mixture was shaken at RT and 50 psi hydrogen pressure for 3 h. The catalyst was removed by suction filtering and the filtrate was evaporated down. Starting materials: C[Si](C=C)(C=C)C (dimethyl divinyl silane), C1(=CC=CC=C1)PC1=CC=CC=C1 (diphenyl phosphine). Product: C1(=CC=CC=C1)P(C1=CC=CC=C1)CC[Si](C)(C)CCP(C1=CC=CC=C1)C1=CC=CC=C1 (bis-(diphenylphosphinoethyl) dimethyl silane). As a reaction SMILES: [CH3:1][Si:2]([CH3:7])([CH:5]=[CH2:6])[CH:3]=[CH2:4].[C:8]1([PH:14][C:15]2[CH:20]=[CH:19][CH:18]=[CH:17][CH:16]=2)[CH:13]=[CH:12][CH:11]=[CH:10][CH:9]=1>>[C:15]1([P:14]([CH2:4][CH2:3][Si:2]([CH2:5][CH2:6][P:14]([C:15]2[CH:16]=[CH:17][CH:18]=[CH:19][CH:20]=2)[C:8]2[CH:13]=[CH:12][CH:11]=[CH:10][CH:9]=2)([CH3:7])[CH3:1])[C:8]2[CH:9]=[CH:10][CH:11]=[CH:12][CH:13]=2)[CH:16]=[CH:17][CH:18]=[CH:19][CH:20]=1. Procedure details: A mixture of 9.0 g (0.8 mole) dimethyl divinyl silane and 32.7 g (0.176) diphenyl phosphine (10% excess over equivalent amounts) was reacted for 22 hours in the manner described in Example 1. The reaction mixture was fractionated in vacuo to obtain minor amounts of the clear colorless, slightly viscous liquid monoadduct, and major amounts of the clear, colorless, highly viscous liquid diadduct, i.e. the desired bis-(diphenylphosphinoethyl) dimethyl silane. The distillation yield of desired produ...